From a dataset of the Open Reaction Database (ORD), a public repository of structured organic reaction records. describe an organic reaction: reactants, conditions, products, and yield The reactants are C(C)(C)(C)OC(=O)NC1=C(C=C(C=C1)NC1=NC(=NC=C1C)Cl)CCC=1C=C(C=CC1)NC(OC(C)(C)C)=O (tert-butyl [3-(2-{2-[(tert-butoxycarbonyl)amino]-5-[(2-chloro-5-methylpyrimidin-4-yl)amino]phenyl}ethyl)phenyl]carbamate), CO (methanol), Cl (hydrogen chloride). Run in O1CCOCC1 (1,4-dioxane). Conditions: time 16 hour. Product: Cl.Cl.Cl.NC=1C=C(C=CC1)CCC1=C(C=CC(=C1)NC1=NC(=NC=C1C)Cl)N (2-[2-(3-Aminophenyl)ethyl]-N(4)-(2-chloro-5-methylpyrimidin-4-yl)benzene-1,4-diamine trihydrochloride). The yield is 90.0%. Reaction SMILES: C(OC([NH:8][C:9]1[CH:14]=[CH:13][C:12]([NH:15][C:16]2[C:21]([CH3:22])=[CH:20][N:19]=[C:18]([Cl:23])[N:17]=2)=[CH:11][C:10]=1[CH2:24][CH2:25][C:26]1[CH:27]=[C:28]([NH:32]C(=O)OC(C)(C)C)[CH:29]=[CH:30][CH:31]=1)=O)(C)(C)C.CO.[ClH:42]>O1CCOCC1>[ClH:23].[ClH:42].[ClH:23].[NH2:32][C:28]1[CH:27]=[C:26]([CH2:25][CH2:24][C:10]2[CH:11]=[C:12]([NH:15][C:16]3[C:21]([CH3:22])=[CH:20][N:19]=[C:18]([Cl:23])[N:17]=3)[CH:13]=[CH:14][C:9]=2[NH2:8])[CH:31]=[CH:30][CH:29]=1 |f:4.5.6.7|. Reported procedure: Into the reaction flask was added tert-butyl [3-(2-{2-[(tert-butoxycarbonyl)amino]-5-[(2-chloro-5-methylpyrimidin-4-yl)amino]phenyl}ethyl)phenyl]carbamate (0.25 g, 0.45 mmol), methanol (3 mL), and 4.0 M of hydrogen chloride in 1,4-dioxane (5 mL). The reaction mixture was stirred at rt for 16 h and concentrated to give the desired product (0.21 g, 90%). LCMS for C19H21ClN5 (M+H)+: m/z=354.1.